Dataset: the Open Reaction Database (ORD), a public repository of structured organic reaction records. Task: describe an organic reaction: reactants, conditions, products, and yield Product: C(C)(=O)OC(CNC(=O)C1=C(C(=C(C(=C1I)N1C(C(CCC1)Br)=O)I)C(=O)NCC(COC(C)=O)OC(C)=O)I)COC(C)=O (N,N'-bis[2,3-bis(acetyloxy)propyl]-5-(3-bromo-2-oxo-1-piperidinyl]-2,4,6-triiodo-1,3-benzenedicarboxamide). Run at time 5 hour. Reactants: C(C)(=O)OC(CNC(=O)C1=C(C(=C(C(=C1I)NC(C(CCCBr)Br)=O)I)C(=O)NCC(COC(C)=O)OC(C)=O)I)COC(C)=O (N,N'-bis[2,3-bis(acetyloxy)propyl]-5-[(2,5-dibromo-1-oxopentyl)amino]-2,4,6-triiodo-1,3-benzenedicarboxamide), C([O-])([O-])=O.[K+].[K+] (potassium carbonate). Reaction SMILES: [C:1]([O:4][CH:5]([CH2:42][O:43][C:44](=[O:46])[CH3:45])[CH2:6][NH:7][C:8]([C:10]1[C:15]([I:16])=[C:14]([NH:17][C:18](=[O:25])[CH:19]([Br:24])[CH2:20][CH2:21][CH2:22]Br)[C:13]([I:26])=[C:12]([C:27]([NH:29][CH2:30][CH:31]([O:37][C:38](=[O:40])[CH3:39])[CH2:32][O:33][C:34](=[O:36])[CH3:35])=[O:28])[C:11]=1[I:41])=[O:9])(=[O:3])[CH3:2].C(=O)([O-])[O-].[K+].[K+]>CN(C)C(=O)C.C(OCC)(=O)C>[C:1]([O:4][CH:5]([CH2:42][O:43][C:44](=[O:46])[CH3:45])[CH2:6][NH:7][C:8]([C:10]1[C:15]([I:16])=[C:14]([N:17]2[CH2:22][CH2:21][CH2:20][CH:19]([Br:24])[C:18]2=[O:25])[C:13]([I:26])=[C:12]([C:27]([NH:29][CH2:30][CH:31]([O:37][C:38](=[O:40])[CH3:39])[CH2:32][O:33][C:34](=[O:36])[CH3:35])=[O:28])[C:11]=1[I:41])=[O:9])(=[O:3])[CH3:2] |f:1.2.3|. Reported procedure: To a solution of N,N'-bis[2,3-bis(acetyloxy)propyl]-5-[(2,5-dibromo-1-oxopentyl)amino]-2,4,6-triiodo-1,3-benzenedicarboxamide of example 8a (20.7 g, 18.5 mmol) in N,N-dimethylacetamide (200 ml), was added powdered potassium carbonate (20 g, 92 mmol) and the mixture was stirred at room temperature for 5 hours. The resulting slurry was filtered and the filtrate freed of the solvent to obtain a light brown solid, which was redissolved in ethyl acetate (500 ml). The solution was washed with water (2... The yield is 73.4%. Solvent: C(C)(=O)OCC (ethyl acetate), CN(C(C)=O)C (N,N-dimethylacetamide). Starting materials: C(C)(C)(C)[Si](C)(C)OCC1=C(C(=CC=C1)C#C[Si](C)(C)C)F (tert-Butyl({2-fluoro-3-[(trimethylsilyl)ethynyl]benzyl}oxy)dimethylsilane), CCO (EtOH), C([O-])([O-])=O.[K+].[K+] (potassium carbonate), O (Water). Run in C(Cl)(Cl)Cl (CHCl3). Run at time 1 hour. Product: C(C)(C)(C)[Si](C)(C)OCC1=C(C(=CC=C1)C#C)F (tert-butyl[(3-ethynyl-2-fluorobenzyl)oxy]dimethylsilane). Isolated yield 98.3%. As a reaction SMILES: [C:1]([Si:5]([O:8][CH2:9][C:10]1[CH:15]=[CH:14][CH:13]=[C:12]([C:16]#[C:17][Si](C)(C)C)[C:11]=1[F:22])([CH3:7])[CH3:6])([CH3:4])([CH3:3])[CH3:2].CCO.C(=O)([O-])[O-].[K+].[K+].O>C(Cl)(Cl)Cl>[C:1]([Si:5]([O:8][CH2:9][C:10]1[CH:15]=[CH:14][CH:13]=[C:12]([C:16]#[CH:17])[C:11]=1[F:22])([CH3:7])[CH3:6])([CH3:4])([CH3:3])[CH3:2] |f:2.3.4|. Reported procedure: tert-Butyl({2-fluoro-3-[(trimethylsilyl)ethynyl]benzyl}oxy)dimethylsilane (4.13 g) was mixed with EtOH (61 ml), and potassium carbonate (847 mg) was added thereto, followed by stirring at room temperature for 1 hour. Water and CHCl3 were added to the reaction mixture at 0° C., and the organic layer was washed with water and saturated brine, dried over Na2SO4, and concentrated under reduced pressure. The obtained residue was purified by silica gel column chromatography (EtOAc/hexane) to obtain te... Yield: 34.0%. The product is CN([C@@H](C)C(=O)OCC)C1=CC=CC=C1 (Ethyl N-methyl-N-phenylalaninate). Run at temperature 70 celsius. Starting materials: C1(=CC=CC=C1)N[C@@H](C)C(=O)OCC (ethyl N-phenylalaninate), C([O-])([O-])=O.[K+].[K+] (potassium carbonate), IC (iodomethane). Procedure: To a solution of ethyl N-phenylalaninate (2 g, 10.3 mmol) in DMF (103 mL) was added powdered potassium carbonate (2.6 g, 18.5 mmol) followed by iodomethane (1.03 mL, 16.6 mmol) and the resulting mixture was heated at 70° C. over 3 days. The reaction mixture was cooled to room temperature and diluted with 1 M HCl and ethyl acetate. The product was extracted 3 times with ethyl acetate and the combined organics washed with brine, dried (MgSO4), and concentrated in vacuo. Purification by flash chrom... As a reaction SMILES: [C:1]1([NH:7][C@H:8]([C:10]([O:12][CH2:13][CH3:14])=[O:11])[CH3:9])[CH:6]=[CH:5][CH:4]=[CH:3][CH:2]=1.[C:15](=O)([O-])[O-].[K+].[K+].IC>CN(C=O)C.Cl.C(OCC)(=O)C>[CH3:15][N:7]([C:1]1[CH:6]=[CH:5][CH:4]=[CH:3][CH:2]=1)[C@H:8]([C:10]([O:12][CH2:13][CH3:14])=[O:11])[CH3:9] |f:1.2.3|. Run in Cl (HCl), C(C)(=O)OCC (ethyl acetate), CN(C)C=O (DMF). Starting materials: C(C)OC(CC(C1=CC=CC=C1)C1=C2C=CNC2=C(C=C1)OC)=O (3-(7-Methoxy-1H-Indol-4-yl)-3-phenyl-propionic acid ethyl ester), N1C=CC2=CC=CC(=C12)C(=CC(=O)NC)C1=CC=CC=C1 (3-(1H-Indol-7-yl)-N-methyl-3-phenyl-acrylamide). Yields the product COC=1C=CC(=C2C=CNC12)C(CC(=O)NC)C1=CC=CC=C1 (3-(7-Methoxy-1H-Indol-4-yl)-N-methyl-3-phenyl-propionamide). Reaction SMILES: C(O[C:4](=[O:24])[CH2:5][CH:6]([C:13]1[CH:21]=[CH:20][C:19]([O:22][CH3:23])=[C:18]2[C:14]=1[CH:15]=[CH:16][NH:17]2)[C:7]1[CH:12]=[CH:11][CH:10]=[CH:9][CH:8]=1)C.[NH:25]1C2C(=CC=CC=2C(C2C=CC=CC=2)=CC(NC)=O)C=[CH:26]1>>[CH3:23][O:22][C:19]1[CH:20]=[CH:21][C:13]([CH:6]([C:7]2[CH:8]=[CH:9][CH:10]=[CH:11][CH:12]=2)[CH2:5][C:4]([NH:25][CH3:26])=[O:24])=[C:14]2[C:18]=1[NH:17][CH:16]=[CH:15]2. Reported procedure: 3-(7-Methoxy-1H-Indol-4-yl)-N-methyl-3-phenyl-propionamide LV was prepared from 3-(7-Methoxy-1H-Indol-4-yl)-3-phenyl-propionic acid ethyl ester using the procedure described for 3-(1H-indol-7-yl)-N-methyl-3-phenyl-acrylamide XVIII (see Example 4). Reactants: petroleum ether-EtOAc, ClC1=C(C(=CC2=C1C(=CO2)C(=O)C2=CC=C(C=C2)OC)Cl)O ((4,6-Dichloro-5-hydroxy-benzofuran-3-yl)-(4-methoxyphenyl)-methanone), O (water), [N+](=O)(O)[O-] (nitric acid). Run in C(C)(=O)O (acetic acid). Run at temperature 60 celsius. Product: ClC1=CC2=C(C(=CO2)C(C2=CC=C(C=C2)OC)=O)C(C1=O)=O (6-Chloro-3-(4-methoxybenzoyl)-benzofuran-4,5-dione). As a reaction SMILES: Cl[C:2]1[C:7]2[C:8]([C:11]([C:13]3[CH:18]=[CH:17][C:16]([O:19][CH3:20])=[CH:15][CH:14]=3)=[O:12])=[CH:9][O:10][C:6]=2[CH:5]=[C:4]([Cl:21])[C:3]=1[OH:22].[N+]([O-])(O)=[O:24].O>C(O)(=O)C>[Cl:21][C:4]1[C:3](=[O:22])[C:2](=[O:24])[C:7]2[C:8]([C:11](=[O:12])[C:13]3[CH:18]=[CH:17][C:16]([O:19][CH3:20])=[CH:15][CH:14]=3)=[CH:9][O:10][C:6]=2[CH:5]=1. Procedure details: To a suspension of compound 10d (100 mg, 0.29 mmol) in glacial acetic acid (1.5 mL) at room temperature was added nitric acid (0.1 mL, d 1.35) dropwise with vigorous stirring. The mixture was heated at 60° C. for 30 min, allowed to cool to room temperature, and poured into cold water. The resulting precipitate was filtered and recrystallized (CH2Cl2-pet. ether) to furnish compound SKC-BF-04 (50 mg, 53%) as a red solid. TLC Rf=0.4 (petroleum ether-EtOAc, 7:3); 1H NMR (CDCl3) δ 7.86-7.80 (m, 3H), ... Reactants: FC=1C=CC(=C(C1)S)OC (5-Fluoro-2-methoxybenzenethiol), CS(=O)(=O)C1=CC(=C(C=C1)F)Cl (3-Chloro-4-fluorophenyl methyl sulfone). The product is CS(=O)(=O)C1=CC(=C(C=C1)SC1=C(C=CC(=C1)F)OC)Cl (3-Chloro-4-[(5-fluoro-2-methoxyphenyl)thio]phenyl methyl sulfone). RXN SMILES: [F:1][C:2]1[CH:3]=[CH:4][C:5]([O:9][CH3:10])=[C:6]([SH:8])[CH:7]=1.[CH3:11][S:12]([C:15]1[CH:20]=[CH:19][C:18](F)=[C:17]([Cl:22])[CH:16]=1)(=[O:14])=[O:13]>>[CH3:11][S:12]([C:15]1[CH:20]=[CH:19][C:18]([S:8][C:6]2[CH:7]=[C:2]([F:1])[CH:3]=[CH:4][C:5]=2[O:9][CH3:10])=[C:17]([Cl:22])[CH:16]=1)(=[O:14])=[O:13]. Procedure details: The subtitle compound was prepared by the method of example 1 step (ii) using the product from step (ii) and the product from example 7 step (ii), yield 0.8 g. Procedure: To a solution of the crude ((3-(3,3-difluoropropoxy)-4-fluorophenyl)ethynyl)trimethylsilane (2.0 g) from the previous step in MeOH (17.5 mL) was added K2CO3 (9.65 g, 69.8 mmol) at room temperature. The reaction mixture was stirred for 1.5 h after which the mixture was filtered. The filter cake was washed with MeOH and the combined filtrate was concentrated over 10 g Celite. Flash chromatography (SiO2, % EtOAc 99% Hexanes to 5:95 EtOAc:Hexanes) provided 700 mg, 76%, of the title compound as a lig... Run in CO (MeOH). Reaction conditions: time 1.5 hour. As a reaction SMILES: [F:1][CH:2]([F:19])[CH2:3][CH2:4][O:5][C:6]1[CH:7]=[C:8]([C:13]#[C:14][Si](C)(C)C)[CH:9]=[CH:10][C:11]=1[F:12].C([O-])([O-])=O.[K+].[K+]>CO>[F:19][CH:2]([F:1])[CH2:3][CH2:4][O:5][C:6]1[CH:7]=[C:8]([C:13]#[CH:14])[CH:9]=[CH:10][C:11]=1[F:12] |f:1.2.3|. Starting materials: FC(CCOC=1C=C(C=CC1F)C#C[Si](C)(C)C)F (((3-(3,3-difluoropropoxy)-4-fluorophenyl)ethynyl)trimethylsilane), C(=O)([O-])[O-].[K+].[K+] (K2CO3). Product: FC(CCOC1=C(C=CC(=C1)C#C)F)F (2-(3,3-Difluoropropoxy)-4-ethynyl-1-fluorobenzene).